This data is from the Open Reaction Database (ORD), a public repository of structured organic reaction records. The task is: describe an organic reaction: reactants, conditions, products, and yield Reactants: BrC=1C(=CC(=C(C(=O)OC)C1)O)Cl (methyl 5-bromo-4-chloro-2-hydroxybenzoate), N (ammonia). Solvent: CO (MeOH). Conditions: temperature 65 celsius. Yields the product BrC=1C(=CC(=C(C(=O)N)C1)O)Cl (5-bromo-4-chloro-2-hydroxybenzamide), solid. Reaction SMILES: [Br:1][C:2]1[C:3]([Cl:13])=[CH:4][C:5]([OH:12])=[C:6]([CH:11]=1)[C:7](OC)=[O:8].[NH3:14]>CO>[Br:1][C:2]1[C:3]([Cl:13])=[CH:4][C:5]([OH:12])=[C:6]([CH:11]=1)[C:7]([NH2:14])=[O:8]. Procedure details: A mixture of methyl 5-bromo-4-chloro-2-hydroxybenzoate (2.655 g, 10.00 mmol) in a solution of ammonia (50.0 ml, 100 mmol) in MeOH was heated at 65° C. for 72 hr. After concentration, the title product was obtained as solid (2.53 g). ESI-MS m/z: 252.1 [M+1]+, Retention time 1.19 min; 1HNMR (CDCl3, 400.342 MHz) δ 7.15 (s, 1H), 7.61 (s, 1H), 12.2 (brs, 1H). Reactants: C(#N)OC (NCOCH3), C(C)(=O)N1CCC2=C(C(=C(C(=C12)NC(C(C)(C)C)=O)C)CC#N)C (N-(1-Acetyl-5-cyanomethyl-4,6-dimethylindolin-7-yl)-2,2-dimethyl-propanamide), [OH-].[Na+] (NaOH), N1CCC2=CC=CC=C12 (Indoline), N1CCC2=CC=CC=C12 (Indoline). The solvent is O (water), C(CC)O (n-PrOH). Conditions: temperature 90 celsius, time 8 hour. The product is C(C)OC(=O)CC=1C(=C2CCNC2=C(C1C)NC(C(C)(C)C)=O)C (N-(5-ethoxycarbonylmethyl-4,6-dimethylindolin-7-yl)-2,2-dimethylpropanamide). As a reaction SMILES: C([O:3]C)#N.N1[C:13]2[C:8](=CC=CC=2)CC1.C([N:17]1[C:25]2[C:20](=[C:21]([CH3:37])[C:22]([CH2:34][C:35]#N)=[C:23]([CH3:33])[C:24]=2[NH:26][C:27](=[O:32])[C:28]([CH3:31])([CH3:30])[CH3:29])[CH2:19][CH2:18]1)(=O)C.[OH-:38].[Na+]>C(O)CC.O>[CH2:13]([O:38][C:35]([CH2:34][C:22]1[C:21]([CH3:37])=[C:20]2[C:25](=[C:24]([NH:26][C:27](=[O:32])[C:28]([CH3:29])([CH3:30])[CH3:31])[C:23]=1[CH3:33])[NH:17][CH2:18][CH2:19]2)=[O:3])[CH3:8] |f:3.4|. Reported procedure: 1.27 (9H, s, —C(CH3)3), 2.26, 2.30, 2.40 (9H, s×3, —CH3×2, >NCOCH3), 3.00 (2H, br, Indoline C3—H), 3.66 (2H, s, —CH2CN), 4.05 (2H, br, Indoline C2—H), 9.21 (1H, br, >NH). (4) N-(1-Acetyl-5-cyanomethyl-4,6-dimethylindolin-7-yl)-2,2-dimethyl-propanamide (5.0 g) was suspended in n-PrOH (25 ml) and a solution of NaOH (9.6 g) in water (10 ml) was added, which was followed by stirring at 90° C. for 8 hr in an autoclave under a nitrogen atmosphere. The aqueous layer was separated, and the organic layer...